Dataset: the Open Reaction Database (ORD), a public repository of structured organic reaction records. Task: describe an organic reaction: reactants, conditions, products, and yield Starting materials: NCC(=O)O (glycine), [OH-].[Al+3].[OH-].[OH-] (aluminum hydroxide), 331, Cl (hydrochloride), ZrO(OH)Cl, Cl[O-].[Al+3].Cl[O-].Cl[O-] (aluminum chlorhydroxide). Run in O (water). Reaction conditions: temperature 80 celsius. Product: NCC(=O)[O-].O[Al+2].NCC(=O)[O-] (Monohydroxyaluminum glycinate). As a reaction SMILES: [NH2:1][CH2:2][C:3]([OH:5])=[O:4].[OH-:6].[Al+3:7].[OH-].[OH-].Cl.Cl[O-].[Al+3].Cl[O-].Cl[O-]>O>[NH2:1][CH2:2][C:3]([O-:5])=[O:4].[OH:6][Al+2:7].[NH2:1][CH2:2][C:3]([O-:5])=[O:4] |f:1.2.3.4,6.7.8.9,11.12.13|. Procedure: Monohydroxyaluminum glycinate [Al(OH)(glycinate)2 ] was prepared by reacting 4 grams of glycine with 2.5 grams of aluminum hydroxide powder (28.8% Al) in 30 grams of water. The mixture was heated at 80° C. for one half hour with agitation. The slurry was allowed to cool before adding 200 grams of 331/3 % zirconyl hydrochloride, ZrO(OH)Cl (14.1% Zr). The mixture was heated at 75° C. for 30 minutes. The resultant clear solution was then mixed with 4.14 grams of 50% aluminum chlorhydroxide (basic a... The reactants are OC=1C=C(C=O)C=CC1 (3-Hydroxybenzaldehyde), C([O-])([O-])=O.[K+].[K+] (potassium carbonate), BrCC(=O)OCC (ethyl bromoacetate). The solvent is O1CCCC1 (tetrahydrofuran). Yields the product C(=O)C=1C=C(OCC(=O)OCC)C=CC1 (ethyl 3-formylphenoxyacetate). RXN SMILES: [OH:1][C:2]1[CH:3]=[C:4]([CH:7]=[CH:8][CH:9]=1)[CH:5]=[O:6].C(=O)([O-])[O-].[K+].[K+].Br[CH2:17][C:18]([O:20][CH2:21][CH3:22])=[O:19]>O1CCCC1>[CH:5]([C:4]1[CH:3]=[C:2]([CH:9]=[CH:8][CH:7]=1)[O:1][CH2:17][C:18]([O:20][CH2:21][CH3:22])=[O:19])=[O:6] |f:1.2.3|. Procedure details: 3-Hydroxybenzaldehyde (2.00 g, 16.4 mmol) was dissolved in 25 mL of dry tetrahydrofuran under nitrogen with 3.5 g of potassium carbonate and 3.01 g (18.0 mmol) of ethyl bromoacetate. The reaction was heated at reflux for 6 hr, then cooled to room temperature and filtered from inorganic salts. The filtrate was evaporated, redissolved in 30 mL of methylene chloride, washed with 2×15 mL of water, and dried over sodium sulfate. Evaporation of solvent gave 2.92 of ethyl 3-formylphenoxyacetate as a ye... Starting materials: CC1=NC=C(C(=O)OC)C=C1 (methyl 6-methylnicotinate), COC=1C=CC(=CC1)C=O (anisaldehyde), C(C)(=O)OC(C)=O (acetic anhydride). Run in C=1(C(=CC=CC1)C)C (xylene). Yields the product COC1=CC=C(C=CC2=NC=C(C(=O)OC)C=C2)C=C1 (methyl 6-p-methoxystyrylnicotinate). RXN SMILES: [CH3:1][C:2]1[CH:11]=[CH:10][C:5]([C:6]([O:8][CH3:9])=[O:7])=[CH:4][N:3]=1.[CH3:12][O:13][C:14]1[CH:15]=[CH:16][C:17]([CH:20]=O)=[CH:18][CH:19]=1.C(OC(=O)C)(=O)C>C1(C)C(C)=CC=CC=1>[CH3:12][O:13][C:14]1[CH:15]=[CH:16][C:17]([CH:20]=[CH:1][C:2]2[CH:11]=[CH:10][C:5]([C:6]([O:8][CH3:9])=[O:7])=[CH:4][N:3]=2)=[CH:18][CH:19]=1. Procedure details: The starting material was prepared by refluxing for 72 hours a mixture of methyl 6-methylnicotinate (60.4 g.), anisaldehyde (163.3 g.), acetic anhydride (120 ml.) and xylene (320 ml.). Steam distillation was used to remove the excess anisaldehyde, the acetic acid formed during the reaction and xylene. The residue was dried in the cold, washed with ether, and dried at 60° C. for 12 hours to give methyl 6-p-methoxystyrylnicotinate, m.p. 170° C. Starting materials: [OH-].[Na+] (Sodium hydroxide), C(=O)(O)C=1C=C(C=CC1C)N1N=C(C(NC1=O)=O)C(=O)O (2-(3-Carboxy-4-methyl-phenyl)-3,5-dioxo-2,3,4,5-tetrahydro-[1,2,4]triazine-6-carboxylic acid), [OH-].[Na+] (sodium hydroxide), SCC(=O)O (mercaptoacetic acid). Run in C1(=CC=CC=C1)C (toluene), O (water), C(C)(=O)OCC (ethyl acetate), C1(=CC=CC=C1)C (toluene), O (water). The product is O=C1N(N=CC(N1)=O)C=1C=CC(=C(C(=O)O)C1)C (5-(3,5-Dioxo-4,5-dihydro-3H-[1,2,4]triazin-2-yl)-2-methyl-benzoic acid). The yield is 73.9%. Reaction SMILES: [C:1]([C:4]1[CH:5]=[C:6]([N:11]2[C:16](=[O:17])[NH:15][C:14](=[O:18])[C:13](C(O)=O)=[N:12]2)[CH:7]=[CH:8][C:9]=1[CH3:10])([OH:3])=[O:2].[OH-].[Na+].SCC(O)=O>C(OCC)(=O)C.C1(C)C=CC=CC=1.O>[O:17]=[C:16]1[NH:15][C:14](=[O:18])[CH:13]=[N:12][N:11]1[C:6]1[CH:7]=[CH:8][C:9]([CH3:10])=[C:4]([CH:5]=1)[C:1]([OH:3])=[O:2] |f:1.2|. Procedure: 2-(3-Carboxy-4-methyl-phenyl)-3,5-dioxo-2,3,4,5-tetrahydro-[1,2,4]triazine-6-carboxylic acid (110 gm) was added to 8 volumes of water with 2.4 equivalents of sodium hydroxide and 1.1 equivalents of mercaptoacetic acid. The reaction mixture was heated to reflux (100–105° C.) for approximately 18 hours at which point the reaction was complete by HPLC. 30% Sodium hydroxide and toluene were added and the resulting mixture was stirred. Upon settling a large interface was noted. More water, toluene an... Reactants: C(CC)(=O)CC(=O)OCC (ethyl propionylacetate), C(C)OC(=O)C(CC#CCCCC(=O)OC)C(C)=O (Methyl 8-Ethoxycarbonyl-9-oxo-5-decynoate), C(C)OC(=O)C(CC#CCCCC(=O)OC)C(C)=O (Methyl 8-Ethoxycarbonyl-9-oxo-5-decynoate), BrCCCCCCC(=O)OCC (ethyl 7-bromoheptanoate). Yields the product C(CC)(=O)C(C(=O)OCC)CCCCCCC(=O)OCC (Diethyl 2-Propionylazelate). As a reaction SMILES: [C:1]([CH2:5][C:6]([O:8][CH2:9][CH3:10])=[O:7])(=[O:4])[CH2:2][CH3:3].[CH2:11]([O:13][C:14]([CH:16](C(=O)C)[CH2:17][C:18]#[C:19][CH2:20][CH2:21]CC(OC)=O)=[O:15])[CH3:12].BrCCCCCCC(OCC)=O>>[C:1]([CH:5]([CH2:21][CH2:20][CH2:19][CH2:18][CH2:17][CH2:16][C:14]([O:13][CH2:11][CH3:12])=[O:15])[C:6]([O:8][CH2:9][CH3:10])=[O:7])(=[O:4])[CH2:2][CH3:3]. Procedure: The synthesis of this compound is carried out by the procedure of Example 4, Step A, except that an equivalent quantity of ethyl propionylacetate is substituted for the ethyl acetoacetate of Example 4, Step A, and an equivalent quantity of ethyl 7-bromoheptanoate is substituted for the methyl 7-bromo-5-heptynoate of Example 4, Step A. The product, a viscous oil, is used in the next step directly without distillation. The reactants are C1(=CC=CC=C1)N1N=C(C=C1C1=CC=C(C=C1)C)CCC=O (3-(1-phenyl-5-p-tolyl-1H-pyrazol-3-yl)propanal), [BH-](OC(=O)C)(OC(=O)C)OC(=O)C.[Na+] (NaBH(OAc)3), FC1=CC=C(C=C1)C(N1CCNCC1)C1=CC=C(C=C1)F (1-(bis(4-fluorophenyl)methyl)piperazine), CCN(C(C)C)C(C)C (DIPEA). Yields the product FC1=CC=C(C=C1)C(N1CCN(CC1)CCCC1=NN(C(=C1)C1=CC=C(C=C1)C)C1=CC=CC=C1)C1=CC=C(C=C1)F (1-(bis(4-fluorophenyl)methyl)-4-(3-(1-phenyl-5-p-tolyl-1H-pyrazol-3-yl)propyl)piperazine). RXN SMILES: [C:1]1([N:7]2[C:11]([C:12]3[CH:17]=[CH:16][C:15]([CH3:18])=[CH:14][CH:13]=3)=[CH:10][C:9]([CH2:19][CH2:20][CH:21]=O)=[N:8]2)[CH:6]=[CH:5][CH:4]=[CH:3][CH:2]=1.[F:23][C:24]1[CH:29]=[CH:28][C:27]([CH:30]([C:37]2[CH:42]=[CH:41][C:40]([F:43])=[CH:39][CH:38]=2)[N:31]2[CH2:36][CH2:35][NH:34][CH2:33][CH2:32]2)=[CH:26][CH:25]=1.CCN(C(C)C)C(C)C.[BH-](OC(C)=O)(OC(C)=O)OC(C)=O.[Na+]>>[F:43][C:40]1[CH:39]=[CH:38][C:37]([CH:30]([C:27]2[CH:28]=[CH:29][C:24]([F:23])=[CH:25][CH:26]=2)[N:31]2[CH2:32][CH2:33][N:34]([CH2:21][CH2:20][CH2:19][C:9]3[CH:10]=[C:11]([C:12]4[CH:17]=[CH:16][C:15]([CH3:18])=[CH:14][CH:13]=4)[N:7]([C:1]4[CH:6]=[CH:5][CH:4]=[CH:3][CH:2]=4)[N:8]=3)[CH2:35][CH2:36]2)=[CH:42][CH:41]=1 |f:3.4|. Procedure: 150 mg (91%) of target compound was obtained by using a method same as in Example 1 by using 3-(1-phenyl-5-p-tolyl-1H-pyrazol-3-yl)propanal (80 mg, 0.276 mmol), 1-(bis(4-fluorophenyl)methyl)piperazine (80 mg, 0.276 mmol), DIPEA (0.072 mL, 0.414 mmol) and NaBH(OAc)3 (175 mg, 0.828 mmol).